This data is from the Open Reaction Database (ORD), a public repository of structured organic reaction records. The task is: describe an organic reaction: reactants, conditions, products, and yield Reactants: O=C([O-])O, CCCCC, CON1C(=O)C(N)Cc2ccccc21, ClC(Cl)Cl, COC(=O)Cl, [Na+], O. The product is COC(=O)NC1Cc2ccccc2N(OC)C1=O. Reaction SMILES: [C:20](=[O:21])([OH:22])[O-:23].[CH3:30][CH2:31][CH2:32][CH2:33][CH3:34].[CH3:6][O:7][N:8]1[C:9](=[O:19])[CH:10]([NH2:18])[CH2:11][c:12]2[cH:13][cH:14][cH:15][cH:16][c:17]21.[CH:25]([Cl:26])([Cl:27])[Cl:28].[Cl:1][C:2](=[O:3])[O:4][CH3:5].[Na+:24].[OH2:29]>>[C:2](=[O:3])([O:4][CH3:5])[NH:18][CH:10]1[C:9](=[O:19])[N:8]([O:7][CH3:6])[c:17]2[c:12]([cH:13][cH:14][cH:15][cH:16]2)[CH2:11]1. Reactants: C(C)(C)N1CCNCC=2C(=C3N(CCC=4C=C(C(=CC34)OC(C)C)OC)C2C1=O)C=1SC=CC1 (9-isopropyl-3-methoxy-2-isopropoxy-14-(2-thienyl)-5,6,10,11,12,13-hexahydro[1,4]diazocino[6′,7′:4,5]pyrrolo[2,1-a]isoquinolin-8(9H)-one), C(C)(=O)OC(C)=O (acetic anhydride). Reagents/catalysts: CN(C)C=1C=CN=CC1 (DMAP). Run in O (water), N1=CC=CC=C1 (pyridine). Conditions: time 0.5 hour. The product is C(C)(=O)N1CCN(C(C2=C(C(=C3N2CCC=2C=C(C(=CC32)OC(C)C)OC)C=3SC=CC3)C1)=O)C(C)C (12-acetyl-9-isopropyl-3-methoxy-2-isopropoxy-14-(2-thienyl)-5,6,10,11,12,13-hexahydro[1,4]diazocino[6′,7′:4,5]pyrrolo[2,1-a]isoquinolin-8(9H)-one). As a reaction SMILES: [CH:1]([N:4]1[C:28](=[O:29])[C:27]2[N:12]3[CH2:13][CH2:14][C:15]4[CH:16]=[C:17]([O:25][CH3:26])[C:18]([O:21][CH:22]([CH3:24])[CH3:23])=[CH:19][C:20]=4[C:11]3=[C:10]([C:30]3[S:31][CH:32]=[CH:33][CH:34]=3)[C:9]=2[CH2:8][NH:7][CH2:6][CH2:5]1)([CH3:3])[CH3:2].[C:35](OC(=O)C)(=[O:37])[CH3:36]>N1C=CC=CC=1.CN(C1C=CN=CC=1)C.O>[C:35]([N:7]1[CH2:8][C:9]2[C:10]([C:30]3[S:31][CH:32]=[CH:33][CH:34]=3)=[C:11]3[C:20]4[CH:19]=[C:18]([O:21][CH:22]([CH3:23])[CH3:24])[C:17]([O:25][CH3:26])=[CH:16][C:15]=4[CH2:14][CH2:13][N:12]3[C:27]=2[C:28](=[O:29])[N:4]([CH:1]([CH3:2])[CH3:3])[CH2:5][CH2:6]1)(=[O:37])[CH3:36]. Procedure details: A solution of 35 mg of 14e in 250 μl of pyridine was treated with 30 μl of acetic anhydride and a catalytic amount of DMAP. After stirring ½ hr the reaction mixture was diluted with 400 μl of water and stirred for an additional 1 h. The precipitate was filtered, washed with water and dried to give 31 mg of crystalline white 14f; Reactants: NC1=C(C#N)C=C(C=C1)[N+](=O)[O-] (2-amino-5-nitrobenzonitrile), C(C)(=O)OCC (ethyl acetate). Solvent: hexanes. The product is C(C)OC(=O)NC1=C(C#N)C=C(C=C1)[N+](=O)[O-] (2-(Ethoxycarbonylamino)-5-nitrobenzonitrile). As a reaction SMILES: [NH2:1][C:2]1[CH:9]=[CH:8][C:7]([N+:10]([O-:12])=[O:11])=[CH:6][C:3]=1[C:4]#[N:5].[C:13]([O:16][CH2:17][CH3:18])(=[O:15])C>>[CH2:17]([O:16][C:13]([NH:1][C:2]1[CH:9]=[CH:8][C:7]([N+:10]([O-:12])=[O:11])=[CH:6][C:3]=1[C:4]#[N:5])=[O:15])[CH3:18]. Procedure: The title compound was prepared according to the procedure described in step 1 of Example 1 (Method A) from 2-amino-5-nitrobenzonitrile. tlc: Rf=0.4 (33% ethyl acetate in hexanes) The reactants are O=S(=O)(Cl)c1cccc(Br)c1, Brc1ccccc1, ClCCl, CC1CN(C(=O)OC(C)(C)C)CCN1, CCN(C(C)C)C(C)C, [Na+], O=C([O-])O, O=S(=O)(Cl)Cl. As a reaction SMILES: [Br:1][c:2]1[cH:3][c:4]([S:8](=[O:9])(=[O:10])[Cl:11])[cH:5][cH:6][cH:7]1.[Br:40][c:41]1[cH:42][cH:43][cH:44][cH:45][cH:46]1.[CH2:52]([Cl:53])[Cl:54].[CH3:12][CH:13]1[CH2:14][N:15]([C:19](=[O:20])[O:21][C:22]([CH3:23])([CH3:24])[CH3:25])[CH2:16][CH2:17][NH:18]1.[CH:26]([N:27]([CH:28]([CH3:29])[CH3:30])[CH2:31][CH3:32])([CH3:33])[CH3:34].[Na+:51].[O-:47][C:48]([OH:49])=[O:50].[S:35]([Cl:36])([Cl:37])(=[O:38])=[O:39]>>[Br:1][c:2]1[cH:3][c:4]([S:8](=[O:9])(=[O:10])[N:18]2[CH:13]([CH3:12])[CH2:14][N:15]([C:19](=[O:20])[O:21][C:22]([CH3:23])([CH3:24])[CH3:25])[CH2:16][CH2:17]2)[cH:5][cH:6][cH:7]1. The product is CC1CN(C(=O)OC(C)(C)C)CCN1S(=O)(=O)c1cccc(Br)c1. The reactants are NC(C#N)(CN1N=C2C(=N1)C=CC(=C2)C(F)(F)F)C (2-amino-2-methyl-3-(5-trifluoromethyl-2H-benzotriazol-2-yl)-propionitrile), FC(C1=CC=C(C(=S)Cl)C=C1)(F)F (4-trifluoromethylthiobenzoyl chloride). The product is C(#N)C(CN1N=C2C(=N1)C=CC(=C2)C(F)(F)F)(C)NC(C2=CC=C(C=C2)C(F)(F)F)=S (N-[1-Cyano-1-methyl-2-(5-trifluoromethyl-2H-benzotriazol-2-yl)ethyl]-4-trifluoromethylthiobenzamide), solid. Yield: 61.0%. RXN SMILES: [NH2:1][C:2]([CH3:19])([CH2:5][N:6]1[N:10]=[C:9]2[CH:11]=[CH:12][C:13]([C:15]([F:18])([F:17])[F:16])=[CH:14][C:8]2=[N:7]1)[C:3]#[N:4].[F:20][C:21]([F:32])([F:31])[C:22]1[CH:30]=[CH:29][C:25]([C:26](Cl)=[S:27])=[CH:24][CH:23]=1>>[C:3]([C:2]([NH:1][C:26](=[S:27])[C:25]1[CH:24]=[CH:23][C:22]([C:21]([F:20])([F:31])[F:32])=[CH:30][CH:29]=1)([CH3:19])[CH2:5][N:6]1[N:10]=[C:9]2[CH:11]=[CH:12][C:13]([C:15]([F:17])([F:16])[F:18])=[CH:14][C:8]2=[N:7]1)#[N:4]. Procedure details: Using a procedure similar to that described in Example 1, except using 2-amino-2-methyl-3-(5-trifluoromethyl-2H-benzotriazol-2-yl)-propionitrile, described in Example 11, and 4-trifluoromethylthiobenzoyl chloride, the title compound was isolated as a white solid (0.16 g, 61%). Rf=0.65 (1:1 EA/heptane). MS (ES): M/Z [M+H]=474. 1H NMR: (400 MHz, CHLOROFORM-d): 1.88 (s, 3H), 5.39 (dd, J=112.8, 13.7 Hz, 2H), 7.38 (br s, 1H), 7.65 (d, J=9.1 Hz, 1H), 7.75-7.88 (m, 4H), 8.02 (d, J=9.0 Hz, 1H) and 8.25 ... Starting materials: CC=1C=CC=C2C1C(=O)OC(N2)=O (6-methyl-isatoic anhydride), C(CCCCC)Br (hexyl bromide). Yields the product C(CCCCC)C12C(=O)OC(NC1C=CC=C2C)=O (1-hexyl-6-methyl-isatoic anhydride). As a reaction SMILES: [CH3:1][C:2]1[CH:3]=[CH:4][CH:5]=[C:6]2[NH:12][C:11](=[O:13])[O:10][C:8](=[O:9])[C:7]=12.[CH2:14](Br)[CH2:15][CH2:16][CH2:17][CH2:18][CH3:19]>>[CH2:14]([C:7]12[C:2]([CH3:1])=[CH:3][CH:4]=[CH:5][CH:6]1[NH:12][C:11](=[O:13])[O:10][C:8]2=[O:9])[CH2:15][CH2:16][CH2:17][CH2:18][CH3:19]. Reported procedure: Following the procedure of Step (2) of Preparation A, 6-methyl-isatoic anhydride was reacted with hexyl bromide to yield 1-hexyl-6-methyl-isatoic anhydride. Starting materials: CC(C)n1ncnc1-c1cn2c(n1)-c1ccc(Br)cc1OCC2, O=C([O-])[O-], CC(C)(O)Cn1cc(B2OC(C)(C)C(C)(C)O2)cn1, CC(C)O, ClCCl, [Cs+], [Cs+], C1COCCO1, O. Yields the product CC(C)n1ncnc1-c1cn2c(n1)-c1ccc(-c3cnn(CC(C)(C)O)c3)cc1OCC2. RXN SMILES: [Br:1][c:2]1[cH:3][c:4]2[c:5]([cH:22][cH:23]1)-[c:6]1[n:7][c:8](-[c:14]3[n:15]([CH:19]([CH3:20])[CH3:21])[n:16][cH:17][n:18]3)[cH:9][n:10]1[CH2:11][CH2:12][O:13]2.[C:43](=[O:44])([O-:45])[O-:46].[CH3:24][C:25]([CH2:26][n:27]1[n:28][cH:29][c:30]([B:32]2[O:33][C:34]([CH3:35])([CH3:36])[C:37]([CH3:38])([CH3:39])[O:40]2)[cH:31]1)([CH3:41])[OH:42].[CH:59]([OH:60])([CH3:61])[CH3:62].[Cl:49][CH2:50][Cl:51].[Cs+:47].[Cs+:48].[O:52]1[CH2:53][CH2:54][O:55][CH2:56][CH2:57]1.[OH2:58]>>[c:2]1(-[c:30]2[cH:29][n:28][n:27]([CH2:26][C:25]([CH3:24])([CH3:41])[OH:42])[cH:31]2)[cH:3][c:4]2[c:5]([cH:22][cH:23]1)-[c:6]1[n:7][c:8](-[c:14]3[n:15]([CH:19]([CH3:20])[CH3:21])[n:16][cH:17][n:18]3)[cH:9][n:10]1[CH2:11][CH2:12][O:13]2. The reactants are [OH-].[Na+] (NaOH), solution, C(C)OC(C1=CN=CC=C1NC1=NC(=NC=2CCCCC12)C1=C(C=CC(=C1)Cl)F)=O (4-[2-(5-chloro-2-fluorophenyl)-5,6,7,8-tetrahydroquinazolin-4-yl-amino]-nicotinic acid ethyl ester). Run in CO (MeOH). Yields the product ClC=1C=CC(=C(C1)C1=NC=2CCCCC2C(=N1)NC1=CC=NC=C1C(=O)O)F (4-[2-(5-Chloro-2-fluorophenyl)-5,6,7,8-tetrahydroquinazolin-4-ylamino]-nicotinic acid). As a reaction SMILES: C([O:3][C:4](=[O:30])[C:5]1[C:10]([NH:11][C:12]2[C:21]3[CH2:20][CH2:19][CH2:18][CH2:17][C:16]=3[N:15]=[C:14]([C:22]3[CH:27]=[C:26]([Cl:28])[CH:25]=[CH:24][C:23]=3[F:29])[N:13]=2)=[CH:9][CH:8]=[N:7][CH:6]=1)C.[OH-].[Na+]>CO>[Cl:28][C:26]1[CH:25]=[CH:24][C:23]([F:29])=[C:22]([C:14]2[N:13]=[C:12]([NH:11][C:10]3[C:5]([C:4]([OH:30])=[O:3])=[CH:6][N:7]=[CH:8][CH:9]=3)[C:21]3[CH2:20][CH2:19][CH2:18][CH2:17][C:16]=3[N:15]=2)[CH:27]=1 |f:1.2|. Procedure: To a suspension of 4-[2-(5-chloro-2-fluorophenyl)-5,6,7,8-tetrahydroquinazolin-4-yl-amino]-nicotinic acid ethyl ester (150 mg, 0.35 mmol, 1 eq) in MeOH (5 ml) was added a 1N NaOH(aq) solution (423 μl, 0.42 mmol, 1.2 eq) and the reaction mixture was refluxed for 1 h. The solution was cooled to r.t. and concentrated in vacuo. Water (20 ml) was added to the crude material and the aqueous layer was acidified to pH 4. The solid was filtered, washed with water (2×5 ml) and dried overnight to give 4-[2... The reactants are ClCCCCOC=1C=CC2=C(C(OC(N2)=O)(C)C)C1 (6-(4-chlorobutoxy)-4,4-dimethyl-4H-3,1-benzoxazin-2-one), BrC1=C(C=C(C=C1)S)C (4-bromo-3-methyl-thiophenol). Yields the product BrC1=C(C=C(C=C1)SCCCCOC=1C=CC2=C(C(OC(N2)=O)(C)C)C1)C (6-[4-(4-Bromo-3-methyl-phenylmercapto)-butoxy]-4,4-dimethyl-4H-3,1-benzoxazin-2-one). As a reaction SMILES: Cl[CH2:2][CH2:3][CH2:4][CH2:5][O:6][C:7]1[CH:8]=[CH:9][C:10]2[NH:15][C:14](=[O:16])[O:13][C:12]([CH3:18])([CH3:17])[C:11]=2[CH:19]=1.[Br:20][C:21]1[CH:26]=[CH:25][C:24]([SH:27])=[CH:23][C:22]=1[CH3:28]>>[Br:20][C:21]1[CH:26]=[CH:25][C:24]([S:27][CH2:2][CH2:3][CH2:4][CH2:5][O:6][C:7]2[CH:8]=[CH:9][C:10]3[NH:15][C:14](=[O:16])[O:13][C:12]([CH3:18])([CH3:17])[C:11]=3[CH:19]=2)=[CH:23][C:22]=1[CH3:28]. Procedure: Prepared analogously to Example 1 from 6-(4-chlorobutoxy)-4,4-dimethyl-4H-3,1-benzoxazin-2-one and 4-bromo-3-methyl-thiophenol.